This data is from the Open Reaction Database (ORD), a public repository of structured organic reaction records. The task is: describe an organic reaction: reactants, conditions, products, and yield Starting materials: ClC1=CC=C2C=CC=NC2=C1 (7-Chloroquinoline), ClC=1C=C(C(=O)OO)C=CC1 (3-chloroperoxybenzoic acid), N-oxide, P(=O)(Cl)(Cl)Cl (phosphorus oxychloride), [OH-].[Na+] (sodium hydroxide). Run in C(Cl)(Cl)Cl (chloroform), ClCCl (dichloromethane), O (Water). Run at temperature 45 celsius, time 30 minute. Yields the product ClC1=NC2=CC(=CC=C2C=C1)Cl (2,7-dichloroquinoline). Yield: 36.8%. Reaction SMILES: [Cl:1][C:2]1[CH:11]=[C:10]2[C:5]([CH:6]=[CH:7][CH:8]=[N:9]2)=[CH:4][CH:3]=1.[Cl:12]C1C=C(C=CC=1)C(OO)=O.[OH-].[Na+].P(Cl)(Cl)(Cl)=O>C(Cl)(Cl)Cl.ClCCl.O>[Cl:12][C:8]1[CH:7]=[CH:6][C:5]2[C:10](=[CH:11][C:2]([Cl:1])=[CH:3][CH:4]=2)[N:9]=1 |f:2.3|. Procedure: 7-Chloroquinoline (2.2 g, 13.45 mmol) was dissolved in chloroform (100 mL) and treated with 3-chloroperoxybenzoic acid (3.32 g, 13.45 mmol). The reaction was stirred at 45° C. for 30 minutes after which the oxidation was deemed complete. Water (100 mL), 1 N sodium hydroxide (50 mL) and dichloromethane (200 mL) were added and the phases mixed and separated. The organic was dried with magnesium sulfate and evaporated to dryness under reduced pressure. The crude N-oxide was treated with phosphorus ... Starting materials: CC(C)C(=O)Nc1cccc(C2CCNCC2)c1, OCCCc1ccccc1. The product is CC(C)C(=O)Nc1cccc(C2CCN(CCCc3ccccc3)CC2)c1. As a reaction SMILES: [CH3:11][CH:12]([C:13](=[O:14])[NH:15][c:16]1[cH:17][c:18]([CH:22]2[CH2:23][CH2:24][NH:25][CH2:26][CH2:27]2)[cH:19][cH:20][cH:21]1)[CH3:28].[c:1]1([CH2:7][CH2:8][CH2:9][OH:10])[cH:2][cH:3][cH:4][cH:5][cH:6]1>>[c:1]1([CH2:7][CH2:8][CH2:9][N:25]2[CH2:24][CH2:23][CH:22]([c:18]3[cH:17][c:16]([NH:15][C:13]([CH:12]([CH3:11])[CH3:28])=[O:14])[cH:21][cH:20][cH:19]3)[CH2:27][CH2:26]2)[cH:2][cH:3][cH:4][cH:5][cH:6]1. Reactants: O=C1CCC(=O)N1Br, C1CCOC1, Cc1cccc(CO)c1OCC#N, c1ccc(P(c2ccccc2)c2ccccc2)cc1. The product is Cc1cccc(CBr)c1OCC#N. As a reaction SMILES: [Br:33][N:34]1[C:35](=[O:36])[CH2:37][CH2:38][C:39]1=[O:40].[CH2:41]1[O:42][CH2:43][CH2:44][CH2:45]1.[OH:20][CH2:21][c:22]1[c:23]([O:24][CH2:25][C:26]#[N:27])[c:28]([CH3:32])[cH:29][cH:30][cH:31]1.[c:1]1([P:2]([c:3]2[cH:4][cH:5][cH:6][cH:7][cH:8]2)[c:9]2[cH:10][cH:11][cH:12][cH:13][cH:14]2)[cH:15][cH:16][cH:17][cH:18][cH:19]1>>[CH2:21]([c:22]1[c:23]([O:24][CH2:25][C:26]#[N:27])[c:28]([CH3:32])[cH:29][cH:30][cH:31]1)[Br:33]. Starting materials: O=C([O-])[O-], Cc1c(C2CCNCC2)cccc1S(C)(=O)=O, CC#N, Cl, CCCI, [K+], [K+]. The product is CCCN1CCC(c2cccc(S(C)(=O)=O)c2C)CC1. As a reaction SMILES: [C:18](=[O:19])([O-:20])[O-:21].[CH3:1][c:2]1[c:3]([CH:12]2[CH2:13][CH2:14][NH:15][CH2:16][CH2:17]2)[cH:4][cH:5][cH:6][c:7]1[S:8](=[O:9])(=[O:10])[CH3:11].[CH3:29][C:30]#[N:31].[ClH:28].[I:24][CH2:25][CH2:26][CH3:27].[K+:22].[K+:23]>>[CH3:1][c:2]1[c:3]([CH:12]2[CH2:13][CH2:14][N:15]([CH2:25][CH2:26][CH3:27])[CH2:16][CH2:17]2)[cH:4][cH:5][cH:6][c:7]1[S:8](=[O:9])(=[O:10])[CH3:11]. The reactants are FC1=C(C(=O)NC2=CC(=CC=C2)OC)C=C(C=C1)C1=CC(=CC=C1)F (2-fluoro-5-(3-fluorophenyl)-N-(3-methoxyphenyl)benzamide). Solvent: C1CCOC1 (THF), C1CCOC1 (THF). Yields the product FC1=C(C=C(C=C1)C1=CC(=CC=C1)F)CNC1=CC(=CC=C1)OC (N-[[2-Fluoro-5-(3-fluorophenyl)phenyl]methyl]-3-methoxy-aniline). Yield: 87.4%. As a reaction SMILES: [F:1][C:2]1[CH:18]=[CH:17][C:16]([C:19]2[CH:24]=[CH:23][CH:22]=[C:21]([F:25])[CH:20]=2)=[CH:15][C:3]=1[C:4]([NH:6][C:7]1[CH:12]=[CH:11][CH:10]=[C:9]([O:13][CH3:14])[CH:8]=1)=O>C1COCC1>[F:1][C:2]1[CH:18]=[CH:17][C:16]([C:19]2[CH:24]=[CH:23][CH:22]=[C:21]([F:25])[CH:20]=2)=[CH:15][C:3]=1[CH2:4][NH:6][C:7]1[CH:12]=[CH:11][CH:10]=[C:9]([O:13][CH3:14])[CH:8]=1. Procedure: To a solution of 2-fluoro-5-(3-fluorophenyl)-N-(3-methoxyphenyl)benzamide (605 mg, 1.80 mmol, 1.0 eq) in THF (3 mL) was added dropwise a solution of BH3 (1 M in THF, 5.3 mL, 5.3 mmol, 2.9 eq) at 0° C. The reaction was heated at reflux overnight, then cooled to room temperature and quenched by addition of methanol and water. The reaction was diluted with EtOAc and water and the aqueous layer extracted further with EtOAc. The combined organic extracts were washed with brine, dried (Na2SO4), filter...